Dataset: the Open Reaction Database (ORD), a public repository of structured organic reaction records. Task: describe an organic reaction: reactants, conditions, products, and yield Reactants: C(C)(=O)C(C(=O)OCC)C(=O)C (ethyl 2-acetyl-acetoacetate), C(CC(=O)C)(=O)OCC (ethyl acetoacetate), C(=O)(OCC)C1C(CCC1)=O (2-carbethoxycyclopentanone), CC(C(C)=O)C(C)=O (3-methylpentane-2,4-dione), C(C)(=O)C(C(C)=O)(C(C)=O)C (3-acetyl-3-methylpentane-2,4-dione), C(C)(=O)F (acetyl fluoride), C(C)(=O)C1(C(CCC1)=O)C(=O)OCC (2-acetyl-2-carbethoxycyclopentanone), C(C1=CC=CC=C1)(=O)CC(C1=CC=CC=C1)=O (dibenzoylmethane), C(C1=CC=CC=C1)(=O)F (benzoyl fluoride), C(C1=CC=CC=C1)(=O)CC(C1=CC=CC=C1)=O (dibenzoylmethane), C(C)(=O)F (acetyl fluoride). Product: C(C1=CC=CC=C1)(=O)C(C(C1=CC=CC=C1)=O)C(C1=CC=CC=C1)=O (Tribenzoylmethane), C(C)(=O)C(C(C1=CC=CC=C1)=O)C(C1=CC=CC=C1)=O (Acetyldibenzoylmethane). Reaction SMILES: [C:1]([O:7]CC)(=O)[CH2:2][C:3]([CH3:5])=[O:4].[C:10]([CH:15]1[CH2:19][CH2:18][CH2:17][C:16]1=[O:20])(OCC)=O.C[CH:22]([C:26](=O)[CH3:27])[C:23](=O)[CH3:24].[C:29](F)(=O)C.[C:33]([CH:36]([C:42]([CH3:44])=O)C(OCC)=O)(=O)[CH3:34].[C:45]([C:48]1([C:54](OCC)=O)[CH2:52][CH2:51][CH2:50][C:49]1=O)(=[O:47])[CH3:46].C(C(C)(C(=O)C)C(=O)C)(=O)C.C(CC(=O)C1C=CC=CC=1)(=O)C1C=CC=CC=1.C(F)(=O)C1C=CC=CC=1>>[C:16]([CH:2]([C:1](=[O:7])[C:49]1[CH:50]=[CH:51][CH:52]=[CH:48][CH:54]=1)[C:3](=[O:4])[C:5]1[CH:27]=[CH:26][CH:22]=[CH:23][CH:24]=1)(=[O:20])[C:15]1[CH:10]=[CH:29][CH:17]=[CH:18][CH:19]=1.[C:45]([CH:2]([C:1](=[O:7])[C:10]1[CH:15]=[CH:19][CH:18]=[CH:17][CH:16]=1)[C:3](=[O:4])[C:5]1[CH:44]=[CH:42][CH:36]=[CH:33][CH:34]=1)(=[O:47])[CH3:46]. Procedure: When the thallous salts of ethyl acetoacetate, 2-carbethoxycyclopentanone, and 3-methylpentane-2,4-dione, prepared according to Example 1, are treated with acetyl fluoride at room temperature as described in Example 4, ethyl 2-acetyl-acetoacetate, 2-acetyl-2-carbethoxycyclopentanone, and 3-acetyl-3-methylpentane-2,4-dione, respectively, are obtained in 95% yield. Tribenzoylmethane is prepared by treating the thallous salt of dibenzoylmethane with benzoyl fluoride in the same manner. Acetyldibenz... Run in C(C)O (ethanol). Product: C(C)(CC)NC1=C(C(=C(C=C1[N+](=O)[O-])C)C)[N+](=O)[O-] ((-)-N-sec-Butyl-2,6-dinitro-3,4-xylidine). Procedure: (-)-sec-Butylamine [prepared according to L. Verbit and P. J. Heffron, Journal of Organic Chemistry 32, 3199 (1967)] was reacted with 4-chloro-3,5-dinitro-o-xylene as by the general procedure of Example 5 to give a yellow-orange solid with melting point 37° C. to 38.5° C., [α]D25° =-51.38° (c 2.071, ethanol). Concentrations, abbreviated c herein, are measured in grams per 100 ml. of solution. Reaction SMILES: [CH:1]([NH2:5])([CH2:3][CH3:4])[CH3:2].Cl[C:7]1[C:8]([N+:18]([O-:20])=[O:19])=[C:9]([CH3:17])[C:10]([CH3:16])=[CH:11][C:12]=1[N+:13]([O-:15])=[O:14]>C(O)C>[CH:1]([NH:5][C:7]1[C:12]([N+:13]([O-:15])=[O:14])=[CH:11][C:10]([CH3:16])=[C:9]([CH3:17])[C:8]=1[N+:18]([O-:20])=[O:19])([CH2:3][CH3:4])[CH3:2]. Starting materials: C(C)(CC)N ((-)-sec-Butylamine), ClC=1C(=C(C(=CC1[N+](=O)[O-])C)C)[N+](=O)[O-] (4-chloro-3,5-dinitro-o-xylene). Starting materials: CCCCCCC=CCC(CCCCCCC)O (7-heptadecen-10-ol), ClC(C(=O)OCC)SC1=CC=CC=C1 (ethyl 2-chloro-2-(phenylthio)acetate), Cl (hydrogen chloride). Reagents/catalysts: O.O.C(C)(=O)[O-].[Zn+2].C(C)(=O)[O-] (zinc acetate dihydrate). The solvent is C1=CC=CC=C1 (benzene). Product: C(CCCCCC)C(CC=CCCCCCC)OC(C(=O)OCC)SC1=CC=CC=C1 (ethyl 2-(1-heptyl-3-decen-1-oxy)-2-(phenylthio)acetate). As a reaction SMILES: Cl[CH:2]([S:8][C:9]1[CH:14]=[CH:13][CH:12]=[CH:11][CH:10]=1)[C:3]([O:5][CH2:6][CH3:7])=[O:4].[CH3:15][CH2:16][CH2:17][CH2:18][CH2:19][CH2:20][CH:21]=[CH:22][CH2:23][CH:24]([OH:32])[CH2:25][CH2:26][CH2:27][CH2:28][CH2:29][CH2:30][CH3:31].Cl>C1C=CC=CC=1.O.O.C([O-])(=O)C.[Zn+2].C([O-])(=O)C>[CH2:25]([CH:24]([O:32][CH:2]([S:8][C:9]1[CH:14]=[CH:13][CH:12]=[CH:11][CH:10]=1)[C:3]([O:5][CH2:6][CH3:7])=[O:4])[CH2:23][CH:22]=[CH:21][CH2:20][CH2:19][CH2:18][CH2:17][CH2:16][CH3:15])[CH2:26][CH2:27][CH2:28][CH2:29][CH2:30][CH3:31] |f:4.5.6.7.8|. Reported procedure: Part B. The method of Speckamp et al., Tetrahedron Letters, v. 32, p. 1491 (1991), is employed here. Thus, a solution of ethyl 2-chloro-2-(phenylthio)acetate [prepared according to the method of Bohme et al., Liebigs Annalen der Chemie, p. 51 (1977)], 7-heptadecen-10-ol, andcatalytic zinc acetate dihydrate in benzene is heated to reflux under a Dean-Stark trap until the formation of hydrogen chloride is complete. Workup according to the listed reference affords ethyl 2-(1-heptyl-3-decen-1-oxy)-2... The reactants are O=C([O-])O, CCN1CCN(Cc2ccc(B3OC(C)(C)C(C)(C)O3)cc2)CC1, COCCOC, COc1cc(Nc2c(C#N)cnc3cc(OS(=O)(=O)C(F)(F)F)c(OC)cc23)c(Cl)cc1Cl, [Na+], c1ccc(P(c2ccccc2)(c2ccccc2)[Pd](P(c2ccccc2)(c2ccccc2)c2ccccc2)(P(c2ccccc2)(c2ccccc2)c2ccccc2)P(c2ccccc2)(c2ccccc2)c2ccccc2)cc1. Yields the product CCN1CCN(Cc2ccc(-c3cc4ncc(C#N)c(Nc5cc(OC)c(Cl)cc5Cl)c4cc3OC)cc2)CC1. As a reaction SMILES: [C:64](=[O:65])([OH:66])[O-:67].[CH2:34]([CH3:35])[N:36]1[CH2:37][CH2:38][N:39]([CH2:42][c:43]2[cH:44][cH:45][c:46]([B:49]3[O:50][C:51]([CH3:52])([CH3:53])[C:54]([CH3:55])([CH3:56])[O:57]3)[cH:47][cH:48]2)[CH2:40][CH2:41]1.[CH3:58][O:59][CH2:60][CH2:61][O:62][CH3:63].[F:1][C:2]([F:3])([F:4])[S:5]([O:6][c:7]1[c:8]([O:30][CH3:31])[cH:9][c:10]2[c:11]([NH:19][c:20]3[c:21]([Cl:29])[cH:22][c:23]([Cl:28])[c:24]([O:26][CH3:27])[cH:25]3)[c:12]([C:17]#[N:18])[cH:13][n:14][c:15]2[cH:16]1)(=[O:32])=[O:33].[Na+:68].[cH:69]1[cH:70][cH:71][c:72]([P:73]([Pd:74]([P:75]([c:76]2[cH:77][cH:78][cH:79][cH:80][cH:81]2)([c:82]2[cH:83][cH:84][cH:85][cH:86][cH:87]2)[c:88]2[cH:89][cH:90][cH:91][cH:92][cH:93]2)([P:94]([c:95]2[cH:96][cH:97][cH:98][cH:99][cH:100]2)([c:101]2[cH:102][cH:103][cH:104][cH:105][cH:106]2)[c:107]2[cH:108][cH:109][cH:110][cH:111][cH:112]2)[P:113]([c:114]2[cH:115][cH:116][cH:117][cH:118][cH:119]2)([c:120]2[cH:121][cH:122][cH:123][cH:124][cH:125]2)[c:126]2[cH:127][cH:128][cH:129][cH:130][cH:131]2)([c:132]2[cH:133][cH:134][cH:135][cH:136][cH:137]2)[c:138]2[cH:139][cH:140][cH:141][cH:142][cH:143]2)[cH:144][cH:145]1>>[c:7]1(-[c:46]2[cH:45][cH:44][c:43]([CH2:42][N:39]3[CH2:38][CH2:37][N:36]([CH2:34][CH3:35])[CH2:41][CH2:40]3)[cH:48][cH:47]2)[c:8]([O:30][CH3:31])[cH:9][c:10]2[c:11]([NH:19][c:20]3[c:21]([Cl:29])[cH:22][c:23]([Cl:28])[c:24]([O:26][CH3:27])[cH:25]3)[c:12]([C:17]#[N:18])[cH:13][n:14][c:15]2[cH:16]1. Starting materials: ClC(Cl)(Cl)Cl, Cc1cc(F)ccc1C#N, CC(C)(C#N)N=NC(C)(C)C#N, O=C1CCC(=O)N1Br. Yields the product N#Cc1ccc(F)cc1CBr. RXN SMILES: [Cl:31][C:32]([Cl:33])([Cl:34])[Cl:35].[F:1][c:2]1[cH:3][c:4]([CH3:10])[c:5]([C:6]#[N:7])[cH:8][cH:9]1.[N:19]#[C:20][C:21]([N:22]=[N:23][C:24]([C:25]#[N:26])([CH3:27])[CH3:28])([CH3:29])[CH3:30].[O:11]=[C:12]1[N:13]([Br:18])[C:14](=[O:15])[CH2:16][CH2:17]1>>[F:1][c:2]1[cH:3][c:4]([CH2:10][Br:18])[c:5]([C:6]#[N:7])[cH:8][cH:9]1.